Dataset: the Open Reaction Database (ORD), a public repository of structured organic reaction records. Task: describe an organic reaction: reactants, conditions, products, and yield The reactants are CC1(OC2=C(C(=CC(=C2)C(C)C(CCCCC)C)O)C2=C1CCN(C2)C)C (5,5-Dimethyl-10-hydroxy-8-(3-methyl-2-octyl)-2-methyl-1,2,3,4-tetrahydro-5H-[1]benzopyrano[3,4-d]pyridine), Cl.O1CCN(CC1)CCCC(=O)O (γ-morpholinobutyric acid hydrochloride), C1(CCCCC1)N=C=NC1CCCCC1 (dicyclohexylcarbodiimide). Run in C(Cl)Cl (methylene chloride). Yields the product Cl.CC1(OC2=C(C(=CC(=C2)C(C)C(CCCCC)C)OC(CCCN2CCOCC2)=O)C2=C1CCN(C2)C)C (5,5-Dimethyl-10-[4-(morpholino)butyryloxy]-8-(3-methyl-2-octyl)-2-methyl-1,2,3,4-tetrahydro-5H-[1]benzopyrano [3,4-d] pyridine hydrochloride). As a reaction SMILES: [CH3:1][C:2]1([CH3:27])[C:21]2[CH2:22][CH2:23][N:24]([CH3:26])[CH2:25][C:20]=2[C:5]2[C:6]([OH:19])=[CH:7][C:8]([CH:10]([CH:12]([CH3:18])[CH2:13][CH2:14][CH2:15][CH2:16][CH3:17])[CH3:11])=[CH:9][C:4]=2[O:3]1.[ClH:28].[O:29]1[CH2:34][CH2:33][N:32]([CH2:35][CH2:36][CH2:37][C:38](O)=[O:39])[CH2:31][CH2:30]1.C1(N=C=NC2CCCCC2)CCCCC1>C(Cl)Cl>[ClH:28].[CH3:27][C:2]1([CH3:1])[C:21]2[CH2:22][CH2:23][N:24]([CH3:26])[CH2:25][C:20]=2[C:5]2[C:6]([O:19][C:38](=[O:39])[CH2:37][CH2:36][CH2:35][N:32]3[CH2:31][CH2:30][O:29][CH2:34][CH2:33]3)=[CH:7][C:8]([CH:10]([CH:12]([CH3:18])[CH2:13][CH2:14][CH2:15][CH2:16][CH3:17])[CH3:11])=[CH:9][C:4]=2[O:3]1 |f:1.2,5.6|. Reported procedure: 5,5-Dimethyl-10-hydroxy-8-(3-methyl-2-octyl)-2-methyl-1,2,3,4-tetrahydro-5H-[1]benzopyrano[3,4-d]pyridine, γ-morpholinobutyric acid hydrochloride and dicyclohexylcarbodiimide are combined in equimolar amounts in methylene chloride and reacted as in Example 1 to give the desired product. Reactants: N1N=C(C2=CC=CC=C12)C(=O)OC (methyl indazole-3-carboxylate), ClC1=C(CCl)C=CC(=C1)Cl (2,4-dichlorobenzyl chloride), C(=O)([O-])[O-].[K+].[K+] (K2CO3). The solvent is CC(=O)C (acetone), C(Cl)Cl (CH2Cl2). Conditions: temperature 70 celsius, time 8 hour. Product: COC(=O)C1=NN(C2=CC=CC=C12)CC1=C(C=C(C=C1)Cl)Cl (1-(2,4-dichlorobenzyl)-1H-indazole-3-carboxylic Acid Methyl Ester). Reaction SMILES: [NH:1]1[C:9]2[C:4](=[CH:5][CH:6]=[CH:7][CH:8]=2)[C:3]([C:10]([O:12][CH3:13])=[O:11])=[N:2]1.[Cl:14][C:15]1[CH:22]=[C:21]([Cl:23])[CH:20]=[CH:19][C:16]=1[CH2:17]Cl.C([O-])([O-])=O.[K+].[K+]>CC(C)=O.C(Cl)Cl>[CH3:13][O:12][C:10]([C:3]1[C:4]2[C:9](=[CH:8][CH:7]=[CH:6][CH:5]=2)[N:1]([CH2:17][C:16]2[CH:19]=[CH:20][C:21]([Cl:23])=[CH:22][C:15]=2[Cl:14])[N:2]=1)=[O:11] |f:2.3.4|. Reported procedure: Next, a mixture of methyl indazole-3-carboxylate (2.05 g, 11.4 mmol), 2,4-dichlorobenzyl chloride (3.35 mL, 12.54 mml), and K2CO3 (7.0 g, 50 mmol) in acetone (22 mL) was refluxed overnight at a temperature of 70° C. The reaction mixture was cooled to room temperature, filtered, and the residue was washed with acetone. The combined filtrate was concentrated under vacuum (rotovapor). The solid thus obtained was dissolved in CH2Cl2 and filtered to remove any undissolved solid. The solution was then... Reactants: C(C1=CC=CC=C1)OC=1C=C(C=CC1)C1=CN(C=2N=CN=C(C21)N)C2=CC(=CC=C2)OCCCl (5-(3-benzyloxyphenyl)-7-[3-(2-chloroethoxy)phenyl]-4-aminopyrrolo[2,3-d]pyrimidine), N1C(=NC=C1)[Na] (imidazolyl sodium), O (water). The solvent is CN(C)C=O (DMF). Reaction conditions: time 15 hour. The product is C(C1=CC=CC=C1)OC=1C=C(C=CC1)C1=CN(C=2N=CN=C(C21)N)C2=CC(=CC=C2)OCCN2C=NC=C2 (5-(3-benzyloxyphenyl)-7-[3-(2-(1-imidazolyl)ethoxy)phenyl]-4-aminopyrrolo[2,3-d]pyrimidine), N (ammonia). As a reaction SMILES: [CH2:1]([O:8][C:9]1[CH:10]=[C:11]([C:15]2[C:23]3[C:22]([NH2:24])=[N:21][CH:20]=[N:19][C:18]=3[N:17]([C:25]3[CH:30]=[CH:29][CH:28]=[C:27]([O:31][CH2:32][CH2:33]Cl)[CH:26]=3)[CH:16]=2)[CH:12]=[CH:13][CH:14]=1)[C:2]1[CH:7]=[CH:6][CH:5]=[CH:4][CH:3]=1.[NH:35]1[CH:39]=[CH:38][N:37]=[C:36]1[Na].O>CN(C=O)C>[CH2:1]([O:8][C:9]1[CH:10]=[C:11]([C:15]2[C:23]3[C:22]([NH2:24])=[N:21][CH:20]=[N:19][C:18]=3[N:17]([C:25]3[CH:30]=[CH:29][CH:28]=[C:27]([O:31][CH2:32][CH2:33][N:35]4[CH:39]=[CH:38][N:37]=[CH:36]4)[CH:26]=3)[CH:16]=2)[CH:12]=[CH:13][CH:14]=1)[C:2]1[CH:7]=[CH:6][CH:5]=[CH:4][CH:3]=1.[NH3:17]. Reported procedure: 2 g of 5-(3-benzyloxyphenyl)-7-[3-(2-chloroethoxy)phenyl]-4-aminopyrrolo[2,3-d]pyrimidine (Ex. 153) and 0.46 g of imidazolyl sodium are heated to 50° C. in 45 ml of DMF and the mixture is stirred for 15 h. The mixture is then cooled to RT and treated with water, extracted 3 times with ethyl acetate and concentrated. After chromatography on silica gel (methylene chloride/methanol containing 5% of about 5N ammonia in methanol), 5-(3-benzyloxyphenyl)-7-[3-(2-(1-imidazolyl)ethoxy)phenyl]-4-aminopyrr... The reactants are ( 5 ), CC1=CC=C(C=C1)S(=O)(=O)OCC1OC2=CC(=CC=C2CC1)S(=O)(=O)C ([7-(methylsulfonyl)-3,4-dihydro-2H-chromen-2-yl]methyl 4-methylbenzenesulfonate), ( 6 ), C(C)NCC (N-ethylethanamine), ( 4 ), ( 3 ). The solvent is C(C)#N (ACN). Product: C(C)N(CC)CC1OC2=CC(=CC=C2CC1)S(=O)(=O)C (N-ETHYL-N-{[7-(METHYLSULFONYL)-3,4-DIHYDRO-2H-CHROMEN-2-YL]METHYL}ETHANAMINE). As a reaction SMILES: CC1C=CC(S(O[CH2:12][CH:13]2[CH2:22][CH2:21][C:20]3[C:15](=[CH:16][C:17]([S:23]([CH3:26])(=[O:25])=[O:24])=[CH:18][CH:19]=3)[O:14]2)(=O)=O)=CC=1.[CH2:27]([NH:29][CH2:30][CH3:31])[CH3:28]>C(#N)C>[CH2:27]([N:29]([CH2:12][CH:13]1[CH2:22][CH2:21][C:20]2[C:15](=[CH:16][C:17]([S:23]([CH3:26])(=[O:24])=[O:25])=[CH:18][CH:19]=2)[O:14]1)[CH2:30][CH3:31])[CH3:28]. Procedure details: Preparation according to Example 25: [7-(methylsulfonyl)-3,4-dihydro-2H-chromen-2-yl]methyl 4-methylbenzenesulfonate (0.020 g, 0.0504 mmol), N-ethylethanamine (0.5 ml), ACN (3 ml). MS m/z (rel. intensity, 70 eV) 297 (M+, 1), 131 (4), 87 (6), 86 (bp), 58 (5), 56 (3). Starting materials: C(CCC)OC1=CC=C(C=C1)CC(=O)O (4-Butoxyphenylacetic acid), acid chloride, N[C@H]([C@H](O)C)C(=O)O (D-allo-Thr). Yields the product C(CCC)OC1=CC=C(C=C1)CC(=O)N[C@H]([C@H](O)C)C(=O)O (N-[(4-butoxyphenyl)acetyl)-D-allo-Threonine). As a reaction SMILES: [CH2:1]([O:5][C:6]1[CH:11]=[CH:10][C:9]([CH2:12][C:13]([OH:15])=O)=[CH:8][CH:7]=1)[CH2:2][CH2:3][CH3:4].[NH2:16][C@@H:17]([C:21]([OH:23])=[O:22])[C@@H:18]([CH3:20])[OH:19]>>[CH2:1]([O:5][C:6]1[CH:7]=[CH:8][C:9]([CH2:12][C:13]([NH:16][C@@H:17]([C:21]([OH:23])=[O:22])[C@@H:18]([CH3:20])[OH:19])=[O:15])=[CH:10][CH:11]=1)[CH2:2][CH2:3][CH3:4]. Procedure: 4-Butoxyphenylacetic acid (288 mg, 1.38 mmol) is converted to the acid chloride and added to D-allo-Thr (150 mg, 1.26 mmol) to get 2c-9, following the procedure described in Example 6. The crude product is purified by chromatography (2.5×18 cm column, gradient 4% CH3OH and 0.3% HOAc in CH2Cl2): NMR δ0.96 (t, J=7.4, 3H), 1.14 (d, J=5.8, 3H), 1.47 (m, 2H), 1.74 (m, 2H), 3.53 (br s, 2H), 3.91 (t, J≈6.5, 2H), 4.10 (br s, 1H), 4.53 (br s, 1H), 4.90 (br s, >2H), 6.76 (br d, J=6.0, 1H), 6.84 (d, J=8.4,...